Dataset: the Open Reaction Database (ORD), a public repository of structured organic reaction records. Task: describe an organic reaction: reactants, conditions, products, and yield The reactants are Cl (HCl), C(C)OC(C(C(CCOCC1=CC=CC=C1)=O)CC)=O (5-benzyloxy-3-oxo-2-ethyl-pentanoic acid ethyl ester), C(C)(=O)[O-].[NH4+] (ammonium acetate), C(#N)[BH3-].[Na+] (sodium cyanoborohydride). Solvent: C(C)(=O)O (acetic acid), CO (methanol). Reaction conditions: temperature -5 celsius, time 5 minute. Yields the product C(C)OC(C(C(CCOCC1=CC=CC=C1)N)CC)=O (3-amino-5-benzyloxy-2-ethyl-pentanoic acid ethyl ester). Yield: 134.3%. As a reaction SMILES: [CH2:1]([O:3][C:4](=[O:20])[CH:5]([CH2:18][CH3:19])[C:6](=O)[CH2:7][CH2:8][O:9][CH2:10][C:11]1[CH:16]=[CH:15][CH:14]=[CH:13][CH:12]=1)[CH3:2].C([O-])(=O)C.[NH4+].C([BH3-])#[N:27].[Na+].Cl>C(O)(=O)C.CO>[CH2:1]([O:3][C:4](=[O:20])[CH:5]([CH2:18][CH3:19])[CH:6]([NH2:27])[CH2:7][CH2:8][O:9][CH2:10][C:11]1[CH:16]=[CH:15][CH:14]=[CH:13][CH:12]=1)[CH3:2] |f:1.2,3.4|. Procedure: The compound 5-benzyloxy-3-oxo-2-ethyl-pentanoic acid ethyl ester (146.8 g), methanol (1580 ml) and ammonium acetate (406.2 g) are charged in a 6-l five-necked flask equipped with a mechanical stirrer, a condenser, a thermometer, an Argon inlet tube, and a dropping funnel, and the mixture is stirred until a complete solution is obtained. Then sodium cyanoborohydride (16.6 g) is added thereto and, after 5 minutes, glacial acetic acid (330 ml). Stirring is continued for 40 hours at room temperatur... Reactants: C(CCCCCCCCCCCCCCC)N1C=NC=C1 (N-hexadecylimidazole), C1COS(=O)(=O)C1 (1,3-propanesultone). Run in CC(=O)C (acetone), CC(=O)C (acetone). The product is C(CCCCCCCCCCCCCCC)N1C=[N+](C=C1)CCCS(=O)(=O)[O-] (3-(3-hexadecyl-1-imidazolio)-1-propanesulfonate). As a reaction SMILES: [CH2:1]([N:17]1[CH:21]=[CH:20][N:19]=[CH:18]1)[CH2:2][CH2:3][CH2:4][CH2:5][CH2:6][CH2:7][CH2:8][CH2:9][CH2:10][CH2:11][CH2:12][CH2:13][CH2:14][CH2:15][CH3:16].[CH2:22]1[CH2:28][S:25](=[O:27])(=[O:26])[O:24][CH2:23]1>CC(C)=O>[CH2:1]([N:17]1[CH:21]=[CH:20][N+:19]([CH2:23][CH2:22][CH2:28][S:25]([O-:27])(=[O:26])=[O:24])=[CH:18]1)[CH2:2][CH2:3][CH2:4][CH2:5][CH2:6][CH2:7][CH2:8][CH2:9][CH2:10][CH2:11][CH2:12][CH2:13][CH2:14][CH2:15][CH3:16]. Procedure: 12.3 g of N-hexadecylimidazole was dissolved in 80 ml of acetone, and the mixture was cooled in an ice-water bath. Into the resultant, a solution in which 5.13 g of 1,3-propanesultone was dissolved in 80 ml of acetone was dripped, and after the dripping was completed, the resultant was stirred at room temperature. After the completion of the reaction, the resultant was filtered to obtain a precipitate. The precipitate was dried under reduced pressure, whereby 15.4 g of 3-(3-hexadecyl-1-imidazoli...